From a dataset of the Open Reaction Database (ORD), a public repository of structured organic reaction records. describe an organic reaction: reactants, conditions, products, and yield The reactants are ClC=1C=C(CC=2C(=NN(C2C)CCO)NC(OC(C)(C)C)=O)C=C(C1)Cl (tert-Butyl 4-(3,5-dichlorobenzyl)-1-(2-hydroxyethyl )-5-methyl-1H-pyrazol-3-ylcarbamate), Cl (hydrogen chloride). Solvent: O1CCOCC1 (1,4-dioxan), O1CCOCC1 (1,4-dioxan). Conditions: time 2 day. Yields the product NC1=NN(C(=C1CC1=CC(=CC(=C1)Cl)Cl)C)CCO (2-[3-Amino-4-(3,5-dichlorobenzyl)-5-methyl-1H-pyrazol-1-yl]ethanol). Reaction SMILES: [Cl:1][C:2]1[CH:3]=[C:4]([CH:23]=[C:24]([Cl:26])[CH:25]=1)[CH2:5][C:6]1[C:7]([NH:15]C(=O)OC(C)(C)C)=[N:8][N:9]([CH2:12][CH2:13][OH:14])[C:10]=1[CH3:11].Cl>O1CCOCC1>[NH2:15][C:7]1[C:6]([CH2:5][C:4]2[CH:3]=[C:2]([Cl:1])[CH:25]=[C:24]([Cl:26])[CH:23]=2)=[C:10]([CH3:11])[N:9]([CH2:12][CH2:13][OH:14])[N:8]=1. Reported procedure: A solution of the protected amine of Example 86 (50 mg, 0.1 3 mmol) in 1,4-dioxan was treated with 4M hydrogen chloride in 1,4-dioxan (320 μL, 1.25 mmol) and stirred at room temperature for 2 days. The solution was concentrated under reduced pressure. The residue was diluted with water (15 ml) and extracted with ethyl acetate (3×10 ml). The combined organic phases were dried over anhydrous magnesium sulphate, filtered and evaporated under reduced pressure to afford the title compound as a white ... Starting materials: [Cl-].[NH4+] (ammonium chloride), [OH-].[Na+] (sodium hydroxide), FC1=C(C=C(C(=C1)C1=C(C(=NC=C1C)OC)C)F)C1=C(C=NN1[C@@H]1COCC1)C(=O)OCC (ethyl 5-[2,5-difluoro-4-(2-methoxy-3,5-dimethylpyridin-4-yl)phenyl]-1-[(S)-tetrahydrofuran-3-yl)-1H-pyrazole-4-carboxylate), Cl (hydrochloric acid). Solvent: [Cl-].[Na+].O (brine), C(Cl)(Cl)Cl (chloroform), C(C)O (ethanol). Reaction conditions: temperature 65 celsius, time 3 hour. Product: FC1=C(C=C(C(=C1)C1=C(C(=NC=C1C)OC)C)F)C1=C(C=NN1[C@@H]1COCC1)C(=O)O (5-(2,5-difluoro-4-(2-methoxy-3,5-dimethylpyridin-4-yl)phenyl)-1-((S)-tetrahydrofuran-3-yl)-1H-pyrazole-4-carboxylic acid). The yield is 90.6%. RXN SMILES: [OH-].[Na+].[F:3][C:4]1[CH:9]=[C:8]([C:10]2[C:15]([CH3:16])=[CH:14][N:13]=[C:12]([O:17][CH3:18])[C:11]=2[CH3:19])[C:7]([F:20])=[CH:6][C:5]=1[C:21]1[N:25]([C@H:26]2[CH2:30][CH2:29][O:28][CH2:27]2)[N:24]=[CH:23][C:22]=1[C:31]([O:33]CC)=[O:32].Cl.[Cl-].[NH4+]>C(O)C.[Cl-].[Na+].O.C(Cl)(Cl)Cl>[F:3][C:4]1[CH:9]=[C:8]([C:10]2[C:15]([CH3:16])=[CH:14][N:13]=[C:12]([O:17][CH3:18])[C:11]=2[CH3:19])[C:7]([F:20])=[CH:6][C:5]=1[C:21]1[N:25]([C@H:26]2[CH2:30][CH2:29][O:28][CH2:27]2)[N:24]=[CH:23][C:22]=1[C:31]([OH:33])=[O:32] |f:0.1,4.5,7.8.9|. Procedure: 5 N sodium hydroxide (0.5 mL) was added to a solution of ethyl 5-[2,5-difluoro-4-(2-methoxy-3,5-dimethylpyridin-4-yl)phenyl]-1-[(S)-tetrahydrofuran-3-yl)-1H-pyrazole-4-carboxylate (280 mg) in ethanol (3.6 mL), and the mixture was stirred at 65° C. for three hours. After cooling the reaction mixture to room temperature, chloroform and brine were added, and the mixture was adjusted to pH 6 with 5 N hydrochloric acid and saturated ammonium chloride solution. The organic layer was dried over anhydro...